From a dataset of the Open Reaction Database (ORD), a public repository of structured organic reaction records. describe an organic reaction: reactants, conditions, products, and yield Starting materials: CN(C1=CC=C2C(CCOC2=C1)=O)C (7-dimethylamino-chroman-4-one), [NH4+].[Cl-] (NH4Cl), Cl (hydrochloric acid), COC1=C(C(=C(C=C1)I)OC)OC (trimethoxyiodobenzene), C(CCC)[Li] (n-butyl lithium). Run in C1CCOC1 (THF), CCOC(=O)C (EtOAc), CCOC(=O)C (EtOAc), C1CCOC1 (THF), C(C)O (ethanol). Run at time 10 minute. Yields the product CN(C1=CC=C2C(=CCOC2=C1)C1=CC(=C(C(=C1)OC)OC)OC)C (7-Dimethylamino-4-(3,4,5-trimethoxyphenyl)-2H-chromene). RXN SMILES: [CH3:1][O:2][C:3]1[CH:8]=[CH:7][C:6](I)=[C:5]([O:10][CH3:11])[C:4]=1[O:12][CH3:13].C([Li])CCC.[CH3:19][N:20]([CH3:32])[C:21]1[CH:30]=[C:29]2[C:24]([C:25](=O)[CH2:26][CH2:27][O:28]2)=[CH:23][CH:22]=1.[NH4+].[Cl-].Cl>C1COCC1.CCOC(C)=O.C(O)C>[CH3:19][N:20]([CH3:32])[C:21]1[CH:30]=[C:29]2[C:24]([C:25]([C:7]3[CH:8]=[C:3]([O:2][CH3:1])[C:4]([O:12][CH3:13])=[C:5]([O:10][CH3:11])[CH:6]=3)=[CH:26][CH2:27][O:28]2)=[CH:23][CH:22]=1 |f:3.4|. Procedure details: To a solution of trimethoxyiodobenzene (159 mg, 0.54 mmol) in THF (2.5 mL) at −78° C. was added n-butyl lithium solution (1.6 M in hexane, 0.34 mL). The reaction mixture was stirred 10 min, then a solution of 7-dimethylamino-chroman-4-one (103 mg, 0.54 mmol) in THF (2.5 mL) was added and stirring continued at −78° C. for 1 h followed by room temperature overnight. The reaction became orange, NH4Cl saturated solution (1 mL) was added and the mixture was diluted with EtOAc (25 mL). The organic lay... Reactants: solution, C1=C(C=CC2=CC=CC=C12)CCO (2-Naphthalene ethanol), [OH-].C(C1=CC=CC=C1)[N+](C)(C)C (benzyltrimethylammonium hydroxide). Procedure details: 2-Naphthalene ethanol (3 g) was treated with benzyltrimethylammonium hydroxide (Triton B®; 198 uL of a 40% solution in methanol). The methanol was removed by evaporation and residue azeotroped with toluene (×2). THF (5 ml) was added. The mixture was cooled to 0° C. and tert Butyl acrylate (2.45 g) added slowly. The mixture was stirred for 4 days. The majority of the THF was removed by evaporation, and the residue purified using silica column chromatography, eluting with isohexane, then 2:1 isohe... Product: CCCC(C)C (isohexane), C1=C(C=CC2=CC=CC=C12)CCOCCC(=O)OC(C)(C)C (tert-Butyl 3-[2-(2-naphthyl)ethoxy]propanoate). Solvent: CO (methanol). Conditions: temperature 0 celsius, time 4 day. As a reaction SMILES: [CH:1]1[C:10]2[C:5](=[CH:6][CH:7]=[CH:8][CH:9]=2)[CH:4]=[CH:3][C:2]=1[CH2:11][CH2:12][OH:13].[OH-:14].[CH2:15]([N+](C)(C)C)[C:16]1[CH:21]=CC=C[CH:17]=1>CO>[CH3:9][CH2:10][CH2:1][CH:2]([CH3:11])[CH3:3].[CH:1]1[C:10]2[C:5](=[CH:6][CH:7]=[CH:8][CH:9]=2)[CH:4]=[CH:3][C:2]=1[CH2:11][CH2:12][O:13][CH2:2][CH2:11][C:12]([O:13][C:16]([CH3:15])([CH3:17])[CH3:21])=[O:14] |f:1.2|. The reactants are O=C(O)c1cccnc1, COC(=O)C(CCSC)NC(=O)c1ccc(N)cc1-c1ccccc1C, [Cl-], ClCCl, Cl, [Na+], O=C([O-])O. Product: COC(=O)C(CCSC)NC(=O)c1ccc(NC(=O)c2cccnc2)cc1-c1ccccc1C. Reaction SMILES: [C:29]([c:30]1[cH:31][n:32][cH:33][cH:34][cH:35]1)(=[O:36])[OH:37].[CH3:1][O:2][C:3]([CH:4]([NH:5][C:6]([c:7]1[c:8](-[c:14]2[c:15]([CH3:20])[cH:16][cH:17][cH:18][cH:19]2)[cH:9][c:10]([NH2:13])[cH:11][cH:12]1)=[O:21])[CH2:22][CH2:23][S:24][CH3:25])=[O:26].[Cl-:28].[Cl:43][CH2:44][Cl:45].[ClH:27].[Na+:42].[O-:38][C:39]([OH:40])=[O:41]>>[CH3:1][O:2][C:3]([CH:4]([NH:5][C:6]([c:7]1[c:8](-[c:14]2[c:15]([CH3:20])[cH:16][cH:17][cH:18][cH:19]2)[cH:9][c:10]([NH:13][C:29]([c:30]2[cH:31][n:32][cH:33][cH:34][cH:35]2)=[O:36])[cH:11][cH:12]1)=[O:21])[CH2:22][CH2:23][S:24][CH3:25])=[O:26].